This data is from the Open Reaction Database (ORD), a public repository of structured organic reaction records. The task is: describe an organic reaction: reactants, conditions, products, and yield Starting materials: FC1=C(CN)C=CC=C1 (o-fluorobenzylamine), COC(C(=CN(C)C)[N+]#[C-])=O (2-isocyano-3-dimethylaminoacrylic acid methyl ester). Run in C=1(C(=CC=CC1)C)C (xylene), C(C)(=O)OCC (ethyl acetate). Yields the product COC(=O)C=1N=CN(C1)CC1=C(C=CC=C1)F (1-(o-fluorobenzyl)-imidazole-4-carboxylic acid methyl ester). RXN SMILES: [F:1][C:2]1[CH:9]=[CH:8][CH:7]=[CH:6][C:3]=1[CH2:4][NH2:5].[CH3:10][O:11][C:12](=[O:20])[C:13]([N+:18]#[C-:19])=[CH:14]N(C)C>C1(C)C(C)=CC=CC=1.C(OCC)(=O)C>[CH3:10][O:11][C:12]([C:13]1[N:18]=[CH:19][N:5]([CH2:4][C:3]2[CH:6]=[CH:7][CH:8]=[CH:9][C:2]=2[F:1])[CH:14]=1)=[O:20]. Procedure: 8 g of o-fluorobenzylamine and 6.6 g of 2-isocyano-3-dimethylaminoacrylic acid methyl ester are dissolved in 66 ml of xylene and heated under reflux for 3 hours while stirring. After cooling to room temperature, the whole is diluted with ethyl acetate and extracted by shaking twice with 50 ml of 2N hydrochloric acid each time and then with water. The aqueous phases are washed twice with 50 ml of ethyl acetate each time. All the aqueous phases are combined, rendered alkaline with concentrated amm...